Dataset: the Open Reaction Database (ORD), a public repository of structured organic reaction records. Task: describe an organic reaction: reactants, conditions, products, and yield Reactants: CCCCCN=C=S, Nc1ccc(N)cc1, C1CCOC1. The product is CCCCCNC(=S)Nc1ccc(N)cc1. RXN SMILES: [CH2:9]([CH2:10][CH2:11][CH2:12][CH3:13])[N:14]=[C:15]=[S:16].[NH2:1][c:2]1[cH:3][cH:4][c:5]([NH2:6])[cH:7][cH:8]1.[O:17]1[CH2:18][CH2:19][CH2:20][CH2:21]1>>[NH2:1][c:2]1[cH:3][cH:4][c:5]([NH:6][C:15]([NH:14][CH2:9][CH2:10][CH2:11][CH2:12][CH3:13])=[S:16])[cH:7][cH:8]1.